This data is from the Open Reaction Database (ORD), a public repository of structured organic reaction records. The task is: describe an organic reaction: reactants, conditions, products, and yield Starting materials: CC(C)OC(=O)/N=N/C(=O)OC(C)C (DIAD), COC=1C=C(C=CC1[N+](=O)[O-])C1=CC=NN1 (5-(3-methoxy-4-nitrophenyl)-1H-pyrazole), OCCNC(OC(C)(C)C)=O (tert-butyl 2-hydroxyethylcarbamate), C1(=CC=CC=C1)P(C1=CC=CC=C1)C1=CC=CC=C1 (triphenylphosphine), CCO.Cl (EtOH HCl). Run in C1CCOC1 (THF). Run at time 3 hour. The product is COC=1C=C(C=CC1[N+](=O)[O-])C1=NN(C=C1)CCN (2-(3-(3-methoxy-4-nitrophenyl)-1H-pyrazol-1-yl)ethanamine). Isolated yield 14.6%. Reaction SMILES: [CH3:1][O:2][C:3]1[CH:4]=[C:5]([C:12]2[NH:16][N:15]=[CH:14][CH:13]=2)[CH:6]=[CH:7][C:8]=1[N+:9]([O-:11])=[O:10].O[CH2:18][CH2:19][NH:20]C(=O)OC(C)(C)C.C1(P(C2C=CC=CC=2)C2C=CC=CC=2)C=CC=CC=1.CC(OC(/N=N/C(OC(C)C)=O)=O)C.CCO.Cl>C1COCC1>[CH3:1][O:2][C:3]1[CH:4]=[C:5]([C:12]2[CH:13]=[CH:14][N:15]([CH2:18][CH2:19][NH2:20])[N:16]=2)[CH:6]=[CH:7][C:8]=1[N+:9]([O-:11])=[O:10] |f:4.5|. Procedure: 5-(3-methoxy-4-nitrophenyl)-1H-pyrazole (0.555 g, 2.53 mmol), tert-butyl 2-hydroxyethylcarbamate (0.449 g, 2.79 mmol) and triphenylphosphine (0.863 g, 3.29 mmol) and THF (20 ml) were mixed. DIAD (0.997 ml, 5.06 mmol) was added. The mixture was stirred for 3 h. 10% EtOH/HCl (50 ml) was added. The mixture was stirred overnight. The solvent was removed by evaporation. Water (20 ml) was added to the residue. This mixture was washed with DCM (2×20 ml). 1 M NaOH was added until pH 14 was reached follo...